This data is from the Open Reaction Database (ORD), a public repository of structured organic reaction records. The task is: describe an organic reaction: reactants, conditions, products, and yield Reactants: C1(CC1)N1C=C(C(C2=CC(=C(C=C12)N1CC(C1)(C)CNCCNC(C(F)(F)F)=O)F)=O)C(=O)O (1-cyclopropyl-6-fluoro-7-(3-trifluoroacetamidoethylaminomethyl-3-methyl-1-azetidinyl)-1,4-dihydro-4-oxo-3-quinolinecarboxylic acid). Solvent: [Na] (sodium). Product: C1(CC1)N1C=C(C(C2=CC(=C(C=C12)N1CC(C1)(C)CNCC)F)=O)C(=O)O (1-cyclopropyl-6-fluoro-7-(-3-ethylaminomethyl-3-methyl-1-azetidinyl)-1,4-dihydro-4-oxo-3-quinolinecarboxylic acid). Yield: 30.6%. Reaction SMILES: [CH:1]1([N:4]2[C:13]3[C:8](=[CH:9][C:10]([F:30])=[C:11]([N:14]4[CH2:17][C:16]([CH2:19][NH:20][CH2:21][CH2:22]NC(=O)C(F)(F)F)([CH3:18])[CH2:15]4)[CH:12]=3)[C:7](=[O:31])[C:6]([C:32]([OH:34])=[O:33])=[CH:5]2)[CH2:3][CH2:2]1>[Na]>[CH:1]1([N:4]2[C:13]3[C:8](=[CH:9][C:10]([F:30])=[C:11]([N:14]4[CH2:17][C:16]([CH2:19][NH:20][CH2:21][CH3:22])([CH3:18])[CH2:15]4)[CH:12]=3)[C:7](=[O:31])[C:6]([C:32]([OH:34])=[O:33])=[CH:5]2)[CH2:3][CH2:2]1 |^1:34|. Procedure: A solution of 0.78 g (3.5 mmoles) of 1-cyclopropyl-6-fluoro-7-(3-trifluoroacetamidoethylaminomethyl-3-methyl-1-azetidinyl)-1,4-dihydro-4-oxo-3-quinolinecarboxylic acid (example 31) is heated under reflux for 3 hours in 15 ml of sodium hydroxyde 1N and 6 ml of ethanol then evaporated under vacuum. The mixture is cooled, acetic acid is added, filtrated and washed with water to obtain 0.4 g (65%) of 1-cyclopropyl-6-fluoro-7-(-3-ethylaminomethyl-3-methyl-1-azetidinyl)-1,4-dihydro-4-oxo-3-quinolineca... The reactants are C1CCOC1, CN1CCN(c2ccc([N+](=O)[O-])c(CS(=O)(=O)c3ccccc3)n2)CC1, CCO. Yields the product CN1CCN(c2ccc(N)c(CS(=O)(=O)c3ccccc3)n2)CC1. Reaction SMILES: [CH2:30]1[O:31][CH2:32][CH2:33][CH2:34]1.[CH3:1][N:2]1[CH2:3][CH2:4][N:5]([c:8]2[n:9][c:10]([CH2:17][S:18](=[O:19])(=[O:20])[c:21]3[cH:22][cH:23][cH:24][cH:25][cH:26]3)[c:11]([N+:14]([O-:15])=[O:16])[cH:12][cH:13]2)[CH2:6][CH2:7]1.[CH3:27][CH2:28][OH:29]>>[CH3:1][N:2]1[CH2:3][CH2:4][N:5]([c:8]2[n:9][c:10]([CH2:17][S:18](=[O:19])(=[O:20])[c:21]3[cH:22][cH:23][cH:24][cH:25][cH:26]3)[c:11]([NH2:14])[cH:12][cH:13]2)[CH2:6][CH2:7]1. The reactants are CS(C)=O, CCN(C(C)C)C(C)C, O, c1ccc(-c2csc(N3CCNCC3)n2)cc1, O=C(Nc1cccnn1)OCC(Cl)(Cl)Cl. The product is O=C(Nc1cccnn1)N1CCN(c2nc(-c3ccccc3)cs2)CC1. RXN SMILES: [CH3:42][S:43]([CH3:44])=[O:45].[CH:33]([N:34]([CH:35]([CH3:36])[CH3:37])[CH2:38][CH3:39])([CH3:40])[CH3:41].[OH2:46].[c:16]1(-[c:22]2[n:23][c:24]([N:27]3[CH2:28][CH2:29][NH:30][CH2:31][CH2:32]3)[s:25][cH:26]2)[cH:17][cH:18][cH:19][cH:20][cH:21]1.[n:1]1[n:2][c:3]([NH:7][C:8]([O:9][CH2:10][C:11]([Cl:12])([Cl:13])[Cl:14])=[O:15])[cH:4][cH:5][cH:6]1>>[n:1]1[n:2][c:3]([NH:7][C:8](=[O:15])[N:30]2[CH2:29][CH2:28][N:27]([c:24]3[n:23][c:22](-[c:16]4[cH:17][cH:18][cH:19][cH:20][cH:21]4)[cH:26][s:25]3)[CH2:32][CH2:31]2)[cH:4][cH:5][cH:6]1. Starting materials: CCOc1cc(-c2c(CC)cccc2CC)nc(C)c1CO, ClCCl, O=S(Cl)Cl. The product is CCOc1cc(-c2c(CC)cccc2CC)nc(C)c1CCl. RXN SMILES: [CH2:1]([CH3:2])[c:3]1[c:4](-[c:11]2[cH:12][c:13]([O:20][CH2:21][CH3:22])[c:14]([CH2:18][OH:19])[c:15]([CH3:17])[n:16]2)[c:5]([CH2:9][CH3:10])[cH:6][cH:7][cH:8]1.[Cl:27][CH2:28][Cl:29].[S:23]([Cl:24])([Cl:25])=[O:26]>>[CH2:1]([CH3:2])[c:3]1[c:4](-[c:11]2[cH:12][c:13]([O:20][CH2:21][CH3:22])[c:14]([CH2:18][Cl:25])[c:15]([CH3:17])[n:16]2)[c:5]([CH2:9][CH3:10])[cH:6][cH:7][cH:8]1. Reactants: OCCOC1=C(C=CC=C1)[N+](=O)[O-] (2-(2-hydroxyethoxy)nitrobenzene), Cl[Sn]Cl (SnCl2), [Sn] (tin), 5n, [OH-].[Na+] (sodium hydroxide). Run in Cl (HCl), O (water). Run at temperature 90 celsius, time 3 hour. Product: OCCOC1=C(N)C=CC=C1 (2-(2-hydroxyethoxy)aniline). Yield: 80.6%. As a reaction SMILES: [OH:1][CH2:2][CH2:3][O:4][C:5]1[CH:10]=[CH:9][CH:8]=[CH:7][C:6]=1[N+:11]([O-])=O.Cl[Sn]Cl.[Sn].[OH-].[Na+]>Cl.O>[OH:1][CH2:2][CH2:3][O:4][C:5]1[CH:10]=[CH:9][CH:8]=[CH:7][C:6]=1[NH2:11] |f:3.4,^3:16|. Reported procedure: 8.9 g (48.59 mmol) 2-(2-hydroxyethoxy)nitrobenzene A2, 16.44 g (72.88 mmol) SnCl2 ·2H2O and 17.3 g (145.77 mmol) tin were stirred in 30.84 ml aqueous HCl (30%) and 25 ml water at 90° C. for 8 hours. After cooling, the solution was treated with aqueous 5n sodium hydroxide solution and stirred for 3 hours at 90° C. The aqueous solution was subsequently decanted, wherein, upon cooling, the crude product crystallized out and was removed by suction. This crude product was then taken up in methanol, w... Reactants: CC1C(=O)N(CC(O)CC(=O)N2CCC3(CC3)C(O)C2)CCN1C(=O)OCc1ccccc1, Cl. Product: CC1NCCN(CC(O)CC(=O)N2CCC3(CC3)C(O)C2)C1=O. RXN SMILES: [CH2:1]([O:2][C:3](=[O:4])[N:11]1[CH:12]([CH3:33])[C:13](=[O:32])[N:14]([CH2:17][CH:18]([CH2:19][C:20](=[O:21])[N:22]2[CH2:23][CH:24]([OH:30])[C:25]3([CH2:26][CH2:27]3)[CH2:28][CH2:29]2)[OH:31])[CH2:15][CH2:16]1)[c:5]1[cH:6][cH:7][cH:8][cH:9][cH:10]1.[ClH:34]>>[NH:11]1[CH:12]([CH3:33])[C:13](=[O:32])[N:14]([CH2:17][CH:18]([CH2:19][C:20](=[O:21])[N:22]2[CH2:23][CH:24]([OH:30])[C:25]3([CH2:26][CH2:27]3)[CH2:28][CH2:29]2)[OH:31])[CH2:15][CH2:16]1.